From a dataset of the Open Reaction Database (ORD), a public repository of structured organic reaction records. describe an organic reaction: reactants, conditions, products, and yield Reactants: CC#N, CCOC(C)=O, O=[N+]([O-])c1cncnc1O, O=P(Cl)(Cl)Cl. Reaction SMILES: [CH3:16][C:17]#[N:18].[CH3:19][CH2:20][O:21][C:22](=[O:23])[CH3:24].[N+:1](=[O:2])([O-:3])[c:4]1[c:5]([OH:10])[n:6][cH:7][n:8][cH:9]1.[P:11]([Cl:12])([Cl:13])([Cl:14])=[O:15]>>[N+:1](=[O:2])([O-:3])[c:4]1[c:5]([Cl:13])[n:6][cH:7][n:8][cH:9]1. Product: O=[N+]([O-])c1cncnc1Cl. The reactants are O=C(c1ccccc1)c1c[nH]c(C(=O)O)c1, Cl, [K+], NN, [OH-], O, OCCO. Product: O=C(O)c1cc(Cc2ccccc2)c[nH]1. RXN SMILES: [C:1]([c:2]1[cH:3][cH:4][cH:5][cH:6][cH:7]1)(=[O:8])[c:9]1[cH:10][c:11]([C:14](=[O:15])[OH:16])[nH:12][cH:13]1.[ClH:21].[K+:20].[NH2:17][NH2:18].[OH-:19].[OH2:22].[OH:23][CH2:24][CH2:25][OH:26]>>[CH2:1]([c:2]1[cH:3][cH:4][cH:5][cH:6][cH:7]1)[c:9]1[cH:10][c:11]([C:14](=[O:15])[OH:16])[nH:12][cH:13]1.